From a dataset of the Open Reaction Database (ORD), a public repository of structured organic reaction records. describe an organic reaction: reactants, conditions, products, and yield Starting materials: Cc1ccc(S(=O)(=O)OC(C)C(=O)N2C(=O)N(C)CC2C(=O)OC(C)(C)C)cc1, NC(CCc1ccccc1)C(=O)OCc1ccccc1. Product: CC(NC(CCc1ccccc1)C(=O)OCc1ccccc1)C(=O)N1C(=O)N(C)CC1C(=O)OC(C)(C)C. Reaction SMILES: [CH3:1][N:2]1[C:3](=[O:29])[N:4]([C:14]([CH:15]([CH3:16])[O:17][S:18]([c:19]2[cH:20][cH:21][c:22]([CH3:23])[cH:24][cH:25]2)(=[O:26])=[O:27])=[O:28])[CH:5]([C:7](=[O:8])[O:9][C:10]([CH3:11])([CH3:12])[CH3:13])[CH2:6]1.[NH2:30][CH:31]([C:32](=[O:33])[O:34][CH2:35][c:36]1[cH:37][cH:38][cH:39][cH:40][cH:41]1)[CH2:42][CH2:43][c:44]1[cH:45][cH:46][cH:47][cH:48][cH:49]1>>[CH3:1][N:2]1[C:3](=[O:29])[N:4]([C:14]([CH:15]([CH3:16])[NH:30][CH:31]([C:32](=[O:33])[O:34][CH2:35][c:36]2[cH:37][cH:38][cH:39][cH:40][cH:41]2)[CH2:42][CH2:43][c:44]2[cH:45][cH:46][cH:47][cH:48][cH:49]2)=[O:28])[CH:5]([C:7](=[O:8])[O:9][C:10]([CH3:11])([CH3:12])[CH3:13])[CH2:6]1.